This data is from the Open Reaction Database (ORD), a public repository of structured organic reaction records. The task is: describe an organic reaction: reactants, conditions, products, and yield The reactants are NCC1=C(C=C(C=C1)C(=O)N1C2=C(CCCC1)C=CC=C2)C ((4-Aminomethyl-3-methylphenyl)-(2,3,4,5-tetrahydrobenzo[b]azepin-1-yl)methanone), C(C)(C)(C)OC(CN1C(CNC2=C(C=CC=C12)F)=O)=O ((5-fluoro-2-oxo-3,4-dihydro-2H-quinoxalin-1-yl)acetic acid tert-butyl ester), ClC(=O)OC(Cl)(Cl)Cl (trichloromethyl chloroformate), C(C)(C)N(CC)C(C)C (diisopropylethylamine). Run in C1CCOC1 (THF), C1(=CC=CC=C1)C (toluene). Conditions: time 1 hour. Yields the product C(C)(C)(C)OC(CN1C(CN(C2=C(C=CC=C12)F)C(NCC1=C(C=C(C=C1)C(=O)N1C2=C(CCCC1)C=CC=C2)C)=O)=O)=O ({5-Fluoro-4-[2-methyl-4-(2,3,4,5-tetrahydrobenzo[b]azepine-1-carbonyl)-benzylcarbamoyl]-2-oxo-3,4-dihydro-2H-quinoxalin-1-yl}acetic Acid Tert-Butyl Ester). RXN SMILES: [C:1]([O:5][C:6](=[O:20])[CH2:7][N:8]1[C:17]2[C:12](=[C:13]([F:18])[CH:14]=[CH:15][CH:16]=2)[NH:11][CH2:10][C:9]1=[O:19])([CH3:4])([CH3:3])[CH3:2].ClC([O:24][C:25](Cl)(Cl)Cl)=O.C(N(C(C)C)CC)(C)C.[NH2:38][CH2:39][C:40]1[CH:45]=[CH:44][C:43]([C:46]([N:48]2[CH2:54][CH2:53][CH2:52][CH2:51][C:50]3[CH:55]=[CH:56][CH:57]=[CH:58][C:49]2=3)=[O:47])=[CH:42][C:41]=1[CH3:59]>C1(C)C=CC=CC=1.C1COCC1>[C:1]([O:5][C:6](=[O:20])[CH2:7][N:8]1[C:17]2[C:12](=[C:13]([F:18])[CH:14]=[CH:15][CH:16]=2)[N:11]([C:25](=[O:24])[NH:38][CH2:39][C:40]2[CH:45]=[CH:44][C:43]([C:46]([N:48]3[CH2:54][CH2:53][CH2:52][CH2:51][C:50]4[CH:55]=[CH:56][CH:57]=[CH:58][C:49]3=4)=[O:47])=[CH:42][C:41]=2[CH3:59])[CH2:10][C:9]1=[O:19])([CH3:4])([CH3:2])[CH3:3]. Reported procedure: To a solution of (5-fluoro-2-oxo-3,4-dihydro-2H-quinoxalin-1-yl)acetic acid tert-butyl ester from Example 7A (84 mg, 0.30 mmol) in toluene (4.0 ml) were added trichloromethyl chloroformate (36 μl, 0.30 mmol), diisopropylethylamine (54 μl, 0.30 mmol) and a spatula full of activated carbon. The mixture was heated at reflux for 2 h, cooled, filtered through Celite®, washed with EtOAc and evaporated in vacuo. The residue was taken up in THF (3.0 ml) and added to a solution of (4-aminomethyl-3-methyl...